describe an organic reaction: reactants, conditions, products, and yield From a dataset of the Open Reaction Database (ORD), a public repository of structured organic reaction records. The reactants are FC1=CC=C(C=C1)N1N=CC2=CC(=CC=C12)C(C(C(=O)O)(C)C)CC(C)C (3-(1-(4-fluorophenyl)-1H-indazol-5-yl)-2,2,5-trimethylhexanoic acid), S1C(=NN=C1)N (1,3,4-thiadiazol-2-amine). Yields the product FC1=CC=C(C=C1)N1N=CC2=CC(=CC=C12)C(C(C(=O)NC=1SC=NN1)(C)C)CC(C)C (3-(1-(4-Fluorophenyl)-1H-indazol-5-yl)-2,2,5-trimethyl-N-(1,3,4-thiadiazol-2-yl)hexanamide). Isolated yield 12.2%. RXN SMILES: [F:1][C:2]1[CH:7]=[CH:6][C:5]([N:8]2[C:16]3[C:11](=[CH:12][C:13]([CH:17]([CH2:24][CH:25]([CH3:27])[CH3:26])[C:18]([CH3:23])([CH3:22])[C:19](O)=[O:20])=[CH:14][CH:15]=3)[CH:10]=[N:9]2)=[CH:4][CH:3]=1.[S:28]1[CH:32]=[N:31][N:30]=[C:29]1[NH2:33]>>[F:1][C:2]1[CH:7]=[CH:6][C:5]([N:8]2[C:16]3[C:11](=[CH:12][C:13]([CH:17]([CH2:24][CH:25]([CH3:26])[CH3:27])[C:18]([CH3:23])([CH3:22])[C:19]([NH:33][C:29]4[S:28][CH:32]=[N:31][N:30]=4)=[O:20])=[CH:14][CH:15]=3)[CH:10]=[N:9]2)=[CH:4][CH:3]=1. Procedure details: To a solution of 3-(1-(4-fluorophenyl)-1H-indazol-5-yl)-2,2,5-trimethylhexanoic acid (220 mg, 0.6 mmol) from Example 33(c) was coupled to 1,3,4-thiadiazol-2-amine (60 mg, 0.6 mmol) using General Coupling Method B. The product was purified by HPLC to give 33 mg (24%) of the desired product Example 34. MS found: (M+H)+=452. NMR(CDCl3) δ 8.73 (s, 1H); 8.11 (s, 1H); 7.8-8.4 (bs, 1H) 7.55-7.61 (m, 3H); 7.49-7.51 (d, 1H); 7.28-7.30 (d, 1H); 7.14-7.19 (m, 3H); 3.31-3.36 (dd, 1H), 1.88-1.95 (dt, 1H); 1....